describe an organic reaction: reactants, conditions, products, and yield From a dataset of the Open Reaction Database (ORD), a public repository of structured organic reaction records. The reactants are CC1=CC=C(C=C1)CC=CC1=CC=C(C=C1)[N+](=O)[O-] (4-[3-(4-methylphenyl)-1-propenyl]nitrobenzene), resultant mixture. The reagents and catalysts are [C].[Pd] (palladium-carbon). Solvent: C(C)O (ethanol). Yields the product CC1=CC=C(C=C1)CCCC1=CC=C(N)C=C1 (4-[3-(4-methylphenyl)propyl]aniline). The yield is 91.1%. Reaction SMILES: [CH3:1][C:2]1[CH:7]=[CH:6][C:5]([CH2:8][CH:9]=[CH:10][C:11]2[CH:16]=[CH:15][C:14]([N+:17]([O-])=O)=[CH:13][CH:12]=2)=[CH:4][CH:3]=1>C(O)C.[C].[Pd]>[CH3:1][C:2]1[CH:3]=[CH:4][C:5]([CH2:8][CH2:9][CH2:10][C:11]2[CH:12]=[CH:13][C:14]([NH2:17])=[CH:15][CH:16]=2)=[CH:6][CH:7]=1 |f:2.3|. Procedure details: To a solution of 4-[3-(4-methylphenyl)-1-propenyl]nitrobenzene (20 g) in ethanol (100 ml), 10% palladium-carbon (10 g) was added, and the resultant mixture was subjected to catalytic reduction under a pressure of 50 atm. After removal of the solvent from the reaction mixture by distillation, the residue was distilled under reduced pressure to give 4-[3-(4-methylphenyl)propyl]aniline (16.2 g). B.P. 135°-145° C./0.15 mmHg. Reactants: solution, magnesium salt, C(C)(C)(C)C1=CC=C(C(=O)NC2=C(C(=O)NC3=NC=C(C=C3)Cl)C=CC(=C2)C(=O)OC)C=C1 (2-(4-tert-Butylbenzoylamino)-N-(5-chloropyridin-2-yl)-4-methoxycarbonylbenzamide), magnesium salt, O1NC(CC2=C1C=CC=C2)=O (benzoxazinone), C1CCOC1 (THF). Reaction conditions: time 30 minute. Yields the product C(C)(C)(C)C1=CC=C(C(=O)NC2=C(C(=O)NC3=NC=C(C=C3)Cl)C=C(C=C2)C(=O)OC)C=C1 (2-(4-tert-Butylbenzoylamino)-N-(5-chloropyridin-2-yl)-5-methoxycarbonylbenzamide). The yield is 39.0%. RXN SMILES: O1C2C=CC=CC=2C[C:3](=[O:11])N1.[C:12]([C:16]1[CH:44]=[CH:43][C:19]([C:20]([NH:22][C:23]2[CH:38]=[C:37](C(OC)=O)[CH:36]=[CH:35][C:24]=2[C:25]([NH:27][C:28]2[CH:33]=[CH:32][C:31]([Cl:34])=[CH:30][N:29]=2)=[O:26])=[O:21])=[CH:18][CH:17]=1)([CH3:15])([CH3:14])[CH3:13].C1C[O:48][CH2:47]C1>>[C:12]([C:16]1[CH:44]=[CH:43][C:19]([C:20]([NH:22][C:23]2[CH:38]=[CH:37][C:36]([C:47]([O:11][CH3:3])=[O:48])=[CH:35][C:24]=2[C:25]([NH:27][C:28]2[CH:33]=[CH:32][C:31]([Cl:34])=[CH:30][N:29]=2)=[O:26])=[O:21])=[CH:18][CH:17]=1)([CH3:15])([CH3:13])[CH3:14]. Reported procedure: Into 25 mL THF was dissolved 0.174 g (0.5 mmol) of the above benzoxazinone intermediate. The solution was cooled in an ice bath and placed under nitrogen atmosphere. To the mixture was added 1.5 mL (0.6 mmol) of a 0.4 M solution of the magnesium salt of 2-amino-5-chloropyridine (See Prep. D, Example 278). After 30 min, an additional 1.5 mL (0.6 mmol) of the magnesium salt was added. Stirring was continued for 15 min, and the reaction mixture was quenched with 100 mL cold dilute HCl. The mixture ... Starting materials: ClC1=CC=C(C(=O)CCCCC(=O)Cl)C=C1 (5-(4-Chlorobenzoyl)pentanoyl chloride), Cl (hydrochloric acid), [CH-]1C=CC=C1.[CH-]1C=CC=C1.[Fe+2] (ferrocene), [Cl-].[Al+3].[Cl-].[Cl-] (Aluminium chloride). Solvent: ClCCl (dichloromethane), O (water). Reaction conditions: temperature -20 celsius. The product is ClC1=CC=C(C(=O)CCCCC(=O)[C-]2C=CC=C2)C=C1.[CH-]1C=CC=C1.[Fe+2] (5-(4-Chlorobenzoyl)pentanoylferrocene). Yield: 39.5%. Reaction SMILES: [Cl:1][C:2]1[CH:16]=[CH:15][C:5]([C:6]([CH2:8][CH2:9][CH2:10][CH2:11][C:12](Cl)=[O:13])=[O:7])=[CH:4][CH:3]=1.[CH-:17]1[CH:21]=[CH:20][CH:19]=[CH:18]1.[CH-:22]1[CH:26]=[CH:25][CH:24]=[CH:23]1.[Fe+2:27].[Cl-].[Al+3].[Cl-].[Cl-].Cl>ClCCl.O>[Cl:1][C:2]1[CH:16]=[CH:15][C:5]([C:6]([CH2:8][CH2:9][CH2:10][CH2:11][C:12]([C-:17]2[CH:21]=[CH:20][CH:19]=[CH:18]2)=[O:13])=[O:7])=[CH:4][CH:3]=1.[CH-:22]1[CH:26]=[CH:25][CH:24]=[CH:23]1.[Fe+2:27] |f:1.2.3,4.5.6.7,11.12.13|. Procedure: 5-(4-Chlorobenzoyl)pentanoyl chloride (5.2g -- 0.02 mole) -- prepared as described above -- and ferrocene (3.75g -- 0.02 mole) were dissolved in dry dichloromethane (100 ml) and cooled to -20°C. Aluminium chloride (2.70g -- 0.02 mole) was added, with stirring, over a period of one-half hour and stirring was continued at -20°C for 11/2 hours. The reaction mixture was poured into water (300 ml) acidified with 2N hydrochloric acid (20 ml). The dichloromethane layer was separated and the aqueous lay...